Task: describe an organic reaction: reactants, conditions, products, and yield. Dataset: the Open Reaction Database (ORD), a public repository of structured organic reaction records Starting materials: C=C(C)CC(N)C(=O)OC, C1COCCO1, O=C(Cl)OC(Cl)(Cl)Cl. Reaction SMILES: [NH2:9][CH:10]([C:11](=[O:12])[O:13][CH3:14])[CH2:15][C:16](=[CH2:17])[CH3:18].[O:19]1[CH2:20][CH2:21][O:22][CH2:23][CH2:24]1.[O:1]=[C:2]([Cl:3])[O:4][C:5]([Cl:6])([Cl:7])[Cl:8]>>[O:1]=[C:2]=[N:9][CH:10]([C:11](=[O:12])[O:13][CH3:14])[CH2:15][C:16](=[CH2:17])[CH3:18]. Product: C=C(C)CC(N=C=O)C(=O)OC. The reactants are O=C([O-])O, CS(=O)(=O)OCc1cnccn1, CC(C)=O, COc1cc(N)c(Cl)cc1C(=O)NC1CCNCC1OC, [Na+]. Product: COc1cc(N)c(Cl)cc1C(=O)NC1CCN(Cc2cnccn2)CC1OC. As a reaction SMILES: [C:34](=[O:35])([O-:36])[OH:37].[CH3:22][S:23]([O:24][CH2:27][c:28]1[n:29][cH:30][cH:31][n:32][cH:33]1)(=[O:25])=[O:26].[CH3:39][C:40](=[O:41])[CH3:42].[NH2:1][c:2]1[cH:3][c:4]([O:20][CH3:21])[c:5]([C:6](=[O:7])[NH:8][CH:9]2[CH:10]([O:15][CH3:16])[CH2:11][NH:12][CH2:13][CH2:14]2)[cH:17][c:18]1[Cl:19].[Na+:38]>>[NH2:1][c:2]1[cH:3][c:4]([O:20][CH3:21])[c:5]([C:6](=[O:7])[NH:8][CH:9]2[CH:10]([O:15][CH3:16])[CH2:11][N:12]([CH2:27][c:28]3[n:29][cH:30][cH:31][n:32][cH:33]3)[CH2:13][CH2:14]2)[cH:17][c:18]1[Cl:19].